Dataset: the Open Reaction Database (ORD), a public repository of structured organic reaction records. Task: describe an organic reaction: reactants, conditions, products, and yield Reactants: OC=1C=C2C=C(NC2=CC1)C(=O)OCC (ethyl 5(hydroxy)-1H-indole-2-carboxylate), CC1=C(N=C(S1)C1=CC=CC=C1)CCO (2-(5-methyl-2-phenyl-1,3-thiazol-4-yl)ethanol), C1(=CC=CC=C1)P(C1=CC=CC=C1)C1=CC=CC=C1 (triphenylphosphine), N(=NC(=O)N1CCCCC1)C(=O)N1CCCCC1 (1,1′-(azodicarbonyl)dipiperidine). Solvent: O1CCCC1 (tetrahydrofuran), O1CCCC1 (tetrahydrofuran), C(C)(=O)OCC (ethyl acetate). Conditions: time 48 hour. Yields the product CC1=C(N=C(S1)C1=CC=CC=C1)CCOC=1C=C2C=C(NC2=CC1)C(=O)OCC (Ethyl 5-[2-(5-methyl-2-phenyl-1,3-thiazol-4-yl)ethoxy]-1H-indole-2-carboxylate). The yield is 53.0%. RXN SMILES: [OH:1][C:2]1[CH:3]=[C:4]2[C:8](=[CH:9][CH:10]=1)[NH:7][C:6]([C:11]([O:13][CH2:14][CH3:15])=[O:12])=[CH:5]2.[CH3:16][C:17]1[S:21][C:20]([C:22]2[CH:27]=[CH:26][CH:25]=[CH:24][CH:23]=2)=[N:19][C:18]=1[CH2:28][CH2:29]O.C1(P(C2C=CC=CC=2)C2C=CC=CC=2)C=CC=CC=1.N(C(N1CCCCC1)=O)=NC(N1CCCCC1)=O>O1CCCC1.C(OCC)(=O)C>[CH3:16][C:17]1[S:21][C:20]([C:22]2[CH:23]=[CH:24][CH:25]=[CH:26][CH:27]=2)=[N:19][C:18]=1[CH2:28][CH2:29][O:1][C:2]1[CH:3]=[C:4]2[C:8](=[CH:9][CH:10]=1)[NH:7][C:6]([C:11]([O:13][CH2:14][CH3:15])=[O:12])=[CH:5]2. Procedure details: A solution of ethyl 5(hydroxy)-1H-indole-2-carboxylate (991 mg, 4.83 mmol) and 2-(5-methyl-2-phenyl-1,3-thiazol-4-yl)ethanol (1.06 g, 4.83 mmol) in tetrahydrofuran (30 +5 mL rinse) was added to a stirred mixture of triphenylphosphine (1.3 g, 4.9 mmol) and 1,1′-(azodicarbonyl)dipiperidine (1.2 g, 4.9 mmol) in tetrahydrofuran (10 mL). The reaction was stirred for 48 h and then diluted with ethyl acetate (200 mL). This solution was washed successively with water, 10% hydrochloric acid, and brine, d... Starting materials: COc1cc2c(c3c1OC(C)(C)C3)C(c1ccc(=O)[nH]c1)=NC(C)(C)C2, CN(C)C=O, [H-], CI, [Na+], [Na+], [OH-], O. Product: COc1cc2c(c3c1OC(C)(C)C3)C(c1ccc(=O)n(C)c1)=NC(C)(C)C2. As a reaction SMILES: [CH3:1][O:2][c:3]1[cH:4][c:5]2[c:10]([c:11]3[c:12]1[O:13][C:14]([CH3:16])([CH3:17])[CH2:15]3)[C:9]([c:18]1[cH:19][cH:20][c:21](=[O:24])[nH:22][cH:23]1)=[N:8][C:7]([CH3:25])([CH3:26])[CH2:6]2.[CH3:33][N:34]([CH3:35])[CH:36]=[O:37].[H-:27].[I:29][CH3:30].[Na+:28].[Na+:32].[OH-:31].[OH2:38]>>[CH3:1][O:2][c:3]1[cH:4][c:5]2[c:10]([c:11]3[c:12]1[O:13][C:14]([CH3:16])([CH3:17])[CH2:15]3)[C:9]([c:18]1[cH:19][cH:20][c:21](=[O:24])[n:22]([CH3:30])[cH:23]1)=[N:8][C:7]([CH3:25])([CH3:26])[CH2:6]2. Starting materials: O=C([O-])[O-], CCO, CCOC(=O)C=CC(=O)N(CC(C)(C)C)c1ccc(Cl)cc1C(O)c1ccc(OCc2ccccc2)cc1OC, [K+], [K+]. Yields the product CCOC(=O)CC1OC(c2ccc(OCc3ccccc3)cc2OC)c2cc(Cl)ccc2N(CC(C)(C)C)C1=O. Reaction SMILES: [C:41](=[O:42])([O-:43])[O-:44].[CH3:47][CH2:48][OH:49].[Cl:1][c:2]1[cH:3][c:4]([CH:23]([c:24]2[c:25]([O:38][CH3:39])[cH:26][c:27]([O:30][CH2:31][c:32]3[cH:33][cH:34][cH:35][cH:36][cH:37]3)[cH:28][cH:29]2)[OH:40])[c:5]([N:8]([C:9](=[O:10])[CH:11]=[CH:12][C:13](=[O:14])[O:15][CH2:16][CH3:17])[CH2:18][C:19]([CH3:20])([CH3:21])[CH3:22])[cH:6][cH:7]1.[K+:45].[K+:46]>>[Cl:1][c:2]1[cH:3][c:4]2[c:5]([cH:6][cH:7]1)[N:8]([CH2:18][C:19]([CH3:20])([CH3:21])[CH3:22])[C:9](=[O:10])[CH:11]([CH2:12][C:13](=[O:14])[O:15][CH2:16][CH3:17])[O:40][CH:23]2[c:24]1[c:25]([O:38][CH3:39])[cH:26][c:27]([O:30][CH2:31][c:32]2[cH:33][cH:34][cH:35][cH:36][cH:37]2)[cH:28][cH:29]1. The reactants are C(C1=CC=CC=C1)OC(C(C)C1=CC(=C(C=C1)N1N=CC(=C1)Cl)Cl)=O (2-[3-chloro-4-(4-chloropyrazol-1-yl)phenyl]propionic acid benzyl ester), [H][H] (hydrogen). The reagents and catalysts are [Pd] (palladium). The solvent is C(C)(=O)OCC (ethyl acetate), C(C)(=O)O (acetic acid). The product is ClC=1C=C(C=CC1N1N=CC(=C1)Cl)C(C(=O)O)C (2-[3-chloro-4-(4-chloropyrazol-1-yl)phenyl]propionic acid). Yield: 80.7%. RXN SMILES: C([O:8][C:9](=[O:25])[CH:10]([C:12]1[CH:17]=[CH:16][C:15]([N:18]2[CH:22]=[C:21]([Cl:23])[CH:20]=[N:19]2)=[C:14]([Cl:24])[CH:13]=1)[CH3:11])C1C=CC=CC=1.[H][H]>C(OCC)(=O)C.C(O)(=O)C.[Pd]>[Cl:24][C:14]1[CH:13]=[C:12]([CH:10]([CH3:11])[C:9]([OH:25])=[O:8])[CH:17]=[CH:16][C:15]=1[N:18]1[CH:22]=[C:21]([Cl:23])[CH:20]=[N:19]1. Procedure details: 375 mg (1 mmole) of 2-[3-chloro-4-(4-chloropyrazol-1-yl)phenyl]propionic acid benzyl ester are hydrogenolyzed in the presence of 50 mg of 10% palladium/activated charcoal at room temperature and at atmospheric pressure in a mixture of 100 ml of ethyl acetate and 10 ml of glacial acetic acid in a rotary hydrogenation apparatus until the theoretical amount of hydrogen has been absorbed. Filtration from the catalyst is effected, the filtrate is concentrated in a vacuum, and the residue is dissolved... Yields the product C(C)OC(C=C(C)OC1=CC(=CC=C1)C(F)(F)F)=O (3-(3-trifluoromethyl-phenoxy)-but-2-enoic acid ethyl ester). Reactants: FC(C=1C=C(C=CC1)O)(F)F (3-trifluoromethyl-phenol), C(C)OC(C#CC)=O (ethyl-2-butynoate), N12CCCCCC2=NCCC1 (1,8-diazabicyclo[5.4.0]undec-7-ene). Yield: 53.3%. Solvent: O1CCCC1 (tetrahydrofuran). Reported procedure: A mixture of 3-trifluoromethyl-phenol (1.09 mL, 8.96 mmol) and ethyl-2-butynoate (2.0 g, 17.83 mmol) in tetrahydrofuran (14 mL) was treated with 1,8-diazabicyclo[5.4.0]undec-7-ene (1.4 mL, 9.37 mmol). The reaction was then heated at 130° C. for 2 h. At this time, the reaction was concentrated in vacuo. The residue dissolved in dichloromethane (100 mL) and was washed with a 2N aqueous hydrochloric acid solution (1×100 mL), a 1N aqueous sodium hydroxide solution (1×100 mL) and a saturated aqueous ... As a reaction SMILES: [F:1][C:2]([F:11])([F:10])[C:3]1[CH:4]=[C:5]([OH:9])[CH:6]=[CH:7][CH:8]=1.[CH2:12]([O:14][C:15](=[O:19])[C:16]#[C:17][CH3:18])[CH3:13].N12CCCN=C1CCCCC2>O1CCCC1>[CH2:12]([O:14][C:15](=[O:19])[CH:16]=[C:17]([O:9][C:5]1[CH:6]=[CH:7][CH:8]=[C:3]([C:2]([F:10])([F:11])[F:1])[CH:4]=1)[CH3:18])[CH3:13]. Reaction conditions: temperature 130 celsius.